This data is from the Open Reaction Database (ORD), a public repository of structured organic reaction records. The task is: describe an organic reaction: reactants, conditions, products, and yield Starting materials: C(#N)C1=C(C(=O)C(=C(C1=O)Cl)Cl)C#N (DDQ), BrC=1C2=C(OC1C=1C(=NN3C1N=C(C1=C3N(CC1)C(CC)CC)C)C)C=CC=C2 (3-(3-bromobenzo[b]furan-2-yl)-8-(1-ethylpropyl)-2,5-dimethyl-7,8-dihydro-6H-pyrazolo[1,5-a]pyrrolo[3,2-e]pyrimidine). Run in C(Cl)Cl (methylene chloride). Run at time 1 hour. Product: BrC=1C2=C(OC1C=1C(=NN3C1N=C(C1=C3N(C=C1)C(CC)CC)C)C)C=CC=C2 (3-(3-Bromobenzo[b]furan-2-yl)-8-(1-ethylpropyl)-2,5-dimethyl-8H-pyrazolo[1,5-a]pyrrolo[3,2-e]pyrimidine). The yield is 68.2%. Reaction SMILES: C(C1C(=O)C(Cl)=C(Cl)C(=O)C=1C#N)#N.[Br:15][C:16]1[C:17]2[CH:43]=[CH:42][CH:41]=[CH:40][C:18]=2[O:19][C:20]=1[C:21]1[C:22]([CH3:39])=[N:23][N:24]2[C:29]3[N:30]([CH:33]([CH2:36][CH3:37])[CH2:34][CH3:35])[CH2:31][CH2:32][C:28]=3[C:27]([CH3:38])=[N:26][C:25]=12>C(Cl)Cl>[Br:15][C:16]1[C:17]2[CH:43]=[CH:42][CH:41]=[CH:40][C:18]=2[O:19][C:20]=1[C:21]1[C:22]([CH3:39])=[N:23][N:24]2[C:29]3[N:30]([CH:33]([CH2:34][CH3:35])[CH2:36][CH3:37])[CH:31]=[CH:32][C:28]=3[C:27]([CH3:38])=[N:26][C:25]=12. Procedure details: DDQ (33 mg, 0.15 mmol) was added to a solution of 3-(3-bromobenzo[b]furan-2-yl)-8-(1-ethylpropyl)-2,5-dimethyl-7,8-dihydro-6H-pyrazolo[1,5-a]pyrrolo[3,2-e]pyrimidine (60 mg, 0.13 mmol) in methylene chloride (10 mL) at room temperature, followed by stirring for one hour. After overnight, the residue was purified by silica gel column chromatography (10% ethyl acetate/hexane), to give the title compound (40 mg) as a reddish brown oil. Reactants: CN1CCOCC1 (N-Methylmorpholine), C(C(C)C)OC(=O)Cl (isobutylchloroformate), C1(C=CCCC1)OC1=CC=C(C(=O)O)C=C1 (4-(Cyclohex-2-enyloxy)benzoic acid). The solvent is O1CCCC1 (tetrahydrofuran). Run at temperature -10 celsius, time 10 minute. Yields the product C1(C=CCCC1)OC1=CC=C(CO)C=C1 (4-(Cyclohex-2-enyloxy)benzyl alcohol). Isolated yield 18.0%. As a reaction SMILES: [CH:1]1([O:7][C:8]2[CH:16]=[CH:15][C:11]([C:12](O)=[O:13])=[CH:10][CH:9]=2)[CH2:6][CH2:5][CH2:4][CH:3]=[CH:2]1.CN1CCOCC1.C(OC(Cl)=O)C(C)C>O1CCCC1>[CH:1]1([O:7][C:8]2[CH:9]=[CH:10][C:11]([CH2:12][OH:13])=[CH:15][CH:16]=2)[CH2:6][CH2:5][CH2:4][CH:3]=[CH:2]1. Procedure details: 4-(Cyclohex-2-enyloxy)benzoic acid (25 g, 115 mmol) was dissolved in 250 mL dry tetrahydrofuran and cooled to -10° C. under an atmosphere of dry nitrogen. N-Methylmorpholine (12.6 mL, 115 mmol) and isobutylchloroformate (15.9 mL, 115 mmol) were added. After 10 minutes at -10° C., the mixture was warmed to room temperature and filtered. The volume was reduced to 50 mL under reduced pressure before cooling to 0° C. and adding diisobutylaluminum hydride (1.5M in toluene, 160 mL) over 10 minutes. Af... Reactants: CC(=O)O, [Zn], O=C(Nc1ccc2ccc(S(=O)(=O)N3CCN(C(=O)c4ccc(-n5ccnc5)cc4)CC3)cc2c1)OCC(Cl)(Cl)Cl. Product: Nc1ccc2ccc(S(=O)(=O)N3CCN(C(=O)c4ccc(-n5ccnc5)cc4)CC3)cc2c1. RXN SMILES: [CH3:42][C:43](=[O:44])[OH:45].[Zn:46].[n:1]1(-[c:6]2[cH:7][cH:8][c:9]([C:10](=[O:11])[N:12]3[CH2:13][CH2:14][N:15]([S:18](=[O:19])(=[O:20])[c:21]4[cH:22][c:23]5[cH:24][c:25]([NH:31][C:32]([O:33][CH2:34][C:35]([Cl:36])([Cl:37])[Cl:38])=[O:39])[cH:26][cH:27][c:28]5[cH:29][cH:30]4)[CH2:16][CH2:17]3)[cH:40][cH:41]2)[cH:2][n:3][cH:4][cH:5]1>>[n:1]1(-[c:6]2[cH:7][cH:8][c:9]([C:10](=[O:11])[N:12]3[CH2:13][CH2:14][N:15]([S:18](=[O:19])(=[O:20])[c:21]4[cH:22][c:23]5[cH:24][c:25]([NH2:31])[cH:26][cH:27][c:28]5[cH:29][cH:30]4)[CH2:16][CH2:17]3)[cH:40][cH:41]2)[cH:2][n:3][cH:4][cH:5]1. Starting materials: CCOC(=O)c1c(-c2ccccc2C)c2cc3c(cc2oc1=O)CCC3, CC(=O)O, Cl, O. Product: Cc1ccccc1-c1c(C(=O)O)c(=O)oc2cc3c(cc12)CCC3. RXN SMILES: [CH3:1][c:2]1[c:3](-[c:8]2[c:9]([C:22](=[O:23])[O:24][CH2:25][CH3:26])[c:10](=[O:21])[o:11][c:12]3[c:13]2[cH:14][c:15]2[c:16]([cH:17]3)[CH2:18][CH2:19][CH2:20]2)[cH:4][cH:5][cH:6][cH:7]1.[CH3:28][C:29](=[O:30])[OH:31].[ClH:27].[OH2:32]>>[CH3:1][c:2]1[c:3](-[c:8]2[c:9]([C:22](=[O:23])[OH:24])[c:10](=[O:21])[o:11][c:12]3[c:13]2[cH:14][c:15]2[c:16]([cH:17]3)[CH2:18][CH2:19][CH2:20]2)[cH:4][cH:5][cH:6][cH:7]1. Reactants: ClC=1C(=C(C=CC1)O)[N+](=O)[O-] (3-chloro-2-nitrophenol), [Sn](Cl)Cl (tin (II) chloride), [OH-].[Na+] (NaOH). Run in C(C)O (ethanol). Conditions: temperature 80 celsius, time 2 hour. Product: NC1=C(C=CC=C1Cl)O (2-amino-3-chlorophenol). Isolated yield 71.1%. RXN SMILES: [Cl:1][C:2]1[C:3]([N+:9]([O-])=O)=[C:4]([OH:8])[CH:5]=[CH:6][CH:7]=1.[Sn](Cl)Cl.[OH-].[Na+]>C(O)C>[NH2:9][C:3]1[C:2]([Cl:1])=[CH:7][CH:6]=[CH:5][C:4]=1[OH:8] |f:2.3|. Reported procedure: A mixture of 3-chloro-2-nitrophenol(250 mg, 1.4 mmol) and tin (II) chloride (1.2 g, 5.3 mmol) in ethanol(50 mL) was heated at 80° C. under argon. After 2 hours, the starting material has disappeared and the solution was allowed to cool down and then poured into ice. The pH was made slightly basic (pH7-8), by addition of solid NaOH, before being extracted with ethyl acetate. The organic phase was washed with brine, dried over MgSO4 and filtered. The solvent was evaporated and chromatography of th... Starting materials: ice water, C(C)OC1=NC(=CC=C1)C(C)=O (2-ethoxy-6-acetylpyridine), Br (hydrogen bromide), [OH-].[Na+] (sodium hydroxide), Br (hydrogen bromide). Conditions: temperature 95 celsius, time 3 hour. The product is OC1=NC(=CC=C1)C(C)=O (2-hydroxy-6-acetylpyridine). As a reaction SMILES: C([O:3][C:4]1[CH:9]=[CH:8][CH:7]=[C:6]([C:10](=[O:12])[CH3:11])[N:5]=1)C.Br.[OH-].[Na+]>>[OH:3][C:4]1[CH:9]=[CH:8][CH:7]=[C:6]([C:10](=[O:12])[CH3:11])[N:5]=1 |f:2.3|. Procedure details: 48.5 g of 2-ethoxy-6-acetylpyridine were introduced into 145 ml of hydrogen bromide solution (30 percent strength solution in glacial acetic acid) and the mixture was heated to 95° C. A further 176 ml of hydrogen bromide solution (30% strength solution in glacial acetic acid) were added dropwise at this temperature. The mixture was stirred for 3 hours at 95° C. and then cooled to room temperature. It was poured into ice-water and neutralized to pH 7 using 50 percent strength aqueous sodium hydro... Starting materials: [O-]S(=O)(=O)[O-].[Ca+2] (Drierite), NC1=CC=C(C=C1)CCCC(=O)O (4-(p-aminophenyl)butyric acid), C(C1=CC=CC=C1)O (benzyl alcohol), O.C1(=CC=C(C=C1)S(=O)(=O)O)C (p-toluene sulfonic acid hydrate), [O-]S(=O)(=O)[O-].[Ca+2] (Drierite). The solvent is C(C)OCC (ethyl ether), C(Cl)(Cl)(Cl)Cl (carbon tetrachloride). RXN SMILES: [NH2:1][C:2]1[CH:7]=[CH:6][C:5]([CH2:8][CH2:9][CH2:10][C:11]([OH:13])=[O:12])=[CH:4][CH:3]=1.[CH2:14](O)[C:15]1[CH:20]=[CH:19][CH:18]=[CH:17][CH:16]=1.O.[C:23]1([CH3:33])[CH:28]=[CH:27][C:26]([S:29]([OH:32])(=[O:31])=[O:30])=[CH:25][CH:24]=1.[O-]S([O-])(=O)=O.[Ca+2]>C(Cl)(Cl)(Cl)Cl.C(OCC)C>[CH2:14]([O:12][C:11](=[O:13])[CH2:10][CH2:9][CH2:8][C:5]1[CH:4]=[CH:3][C:2]([NH2:1])=[CH:7][CH:6]=1)[C:15]1[CH:20]=[CH:19][CH:18]=[CH:17][CH:16]=1.[CH3:33][C:23]1[CH:28]=[CH:27][C:26]([S:29]([OH:32])(=[O:31])=[O:30])=[CH:25][CH:24]=1 |f:2.3,4.5|. The product is C(C1=CC=CC=C1)OC(CCCC1=CC=C(C=C1)N)=O (4-(4-aminophenyl)butyric acid benzyl ester), CC=1C=CC(=CC1)S(=O)(=O)O (p-toluenesulfonate). Reported procedure: A mixture of 8.14 g (0.455 mol) of 4-(p-aminophenyl)butyric acid, 34.1 ml of benzyl alcohol and 8.65 g (0.455 mol) of p-toluene sulfonic acid hydrate in 115 ml of carbon tetrachloride is heated overnight at reflux with the solvent return through a tower of Drierite (ca. 30 ml of partially powdered indicating Drierite). The partially cooled mixture is diluted to 600 ml with ethyl ether to give a precipitate which is collected to give 4-(4-aminophenyl)butyric acid benzyl ester, p-toluenesulfonate;...